From a dataset of the Open Reaction Database (ORD), a public repository of structured organic reaction records. describe an organic reaction: reactants, conditions, products, and yield The reactants are [Al+3], C1CCOC1, CCOC(C)=O, [H-], [H-], [H-], [H-], [Li+], Nc1ncc(-c2cnn(C3CCN(C=O)CC3)c2)cc1-c1cc2c(Cl)ccc(F)c2cn1, [Na+], [Na+], O, O, O, O, O, O, O, O, O, O, O=S(=O)([O-])[O-]. The product is CN1CCC(n2cc(-c3cnc(N)c(-c4cc5c(Cl)ccc(F)c5cn4)c3)cn2)CC1. As a reaction SMILES: [Al+3:39].[CH2:33]1[O:34][CH2:35][CH2:36][CH2:37]1.[CH3:61][CH2:62][O:63][C:64]([CH3:65])=[O:66].[H-:38].[H-:41].[H-:42].[H-:43].[Li+:40].[NH2:1][c:2]1[c:3](-[c:21]2[n:22][cH:23][c:24]3[c:25]([F:32])[cH:26][cH:27][c:28]([Cl:31])[c:29]3[cH:30]2)[cH:4][c:5](-[c:8]2[cH:9][n:10][n:11]([CH:13]3[CH2:14][CH2:15][N:16]([CH:19]=[O:20])[CH2:17][CH2:18]3)[cH:12]2)[cH:6][n:7]1.[Na+:59].[Na+:60].[OH2:44].[OH2:45].[OH2:46].[OH2:47].[OH2:48].[OH2:49].[OH2:50].[OH2:51].[OH2:52].[OH2:53].[S:54]([O-:55])([O-:56])(=[O:57])=[O:58]>>[NH2:1][c:2]1[c:3](-[c:21]2[n:22][cH:23][c:24]3[c:25]([F:32])[cH:26][cH:27][c:28]([Cl:31])[c:29]3[cH:30]2)[cH:4][c:5](-[c:8]2[cH:9][n:10][n:11]([CH:13]3[CH2:14][CH2:15][N:16]([CH3:19])[CH2:17][CH2:18]3)[cH:12]2)[cH:6][n:7]1. Starting materials: FC1=C(C=C(C(=C1)F)F)[N+](=O)[O-] (2,4,5-trifluoronitrobenzene), CN1C(NC(C=C1C(F)(F)F)=O)=O (3-methyl-2,6-dioxo-4-(trifluoromethyl)-1,2,3,6-tetrahydro pyrimidine), ice water, C([O-])([O-])=O.[K+].[K+] (potassium carbonate). The solvent is CS(=O)C (dimethylsulfoxide). Run at temperature 80 celsius, time 1 hour. Yields the product FC1=C(C=C(C(=C1)N1C(N(C(=CC1=O)C(F)(F)F)C)=O)F)[N+](=O)[O-] (2,5-difluoro-4-[3-methyl-2,6-dioxo-4-(trifluoromethyl)-1,2,3,6-tetrahydropyrimidin-1-yl]nitrobenzene). Isolated yield 43.0%. Reaction SMILES: [F:1][C:2]1[CH:7]=[C:6](F)[C:5]([F:9])=[CH:4][C:3]=1[N+:10]([O-:12])=[O:11].[CH3:13][N:14]1[C:19]([C:20]([F:23])([F:22])[F:21])=[CH:18][C:17](=[O:24])[NH:16][C:15]1=[O:25].C(=O)([O-])[O-].[K+].[K+]>CS(C)=O>[F:1][C:2]1[CH:7]=[C:6]([N:16]2[C:17](=[O:24])[CH:18]=[C:19]([C:20]([F:22])([F:23])[F:21])[N:14]([CH3:13])[C:15]2=[O:25])[C:5]([F:9])=[CH:4][C:3]=1[N+:10]([O-:12])=[O:11] |f:2.3.4|. Reported procedure: Into 10 ml of dimethylsulfoxide was dissolved 1.77 g of 2,4,5-trifluoronitrobenzene and 1.94 g of 3-methyl-2,6-dioxo-4-(trifluoromethyl)-1,2,3,6-tetrahydro pyrimidine. After adding 1.52 g of anhydrous potassium carbonate at room temperature, the mixture was stirred at 80° C. for 1 hour. The reaction solution was cooled to room temperature, and then the solution was poured into ice-water and extracted with ethyl acetate. The organic layer was washed with saturated aqueous sodium chloride solution... The reactants are C[C@H]1[C@H](CC2=CC=CC=C12)C(C)=O (cis-1-(2,3-dihydro-1-methyl-1H-inden-2-yl)ethanone), CCOCC (ether). Run in O1CCCC1 (tetrahydrofuran). Yields the product CC1=C(CC2=CC=C(C=C12)C)C(C)=O (1-(3,5-Dimethyl-inden-2-yl)ethanone). Isolated yield 84.0%. As a reaction SMILES: [CH3:1][C@@H:2]1[C:10]2[C:5](=[CH:6][CH:7]=[CH:8][CH:9]=2)[CH2:4][C@@H:3]1[C:11](=[O:13])[CH3:12].[CH3:14]COCC>O1CCCC1>[CH3:1][C:2]1[C:10]2[C:5](=[CH:6][CH:7]=[C:8]([CH3:14])[CH:9]=2)[CH2:4][C:3]=1[C:11](=[O:13])[CH3:12]. Procedure: 1-(3,5-Dimethyl-inden-2-yl)ethanone is prepared by the same procedure as cis-1-(2,3-dihydro-1-methyl-1H-inden-2-yl)ethanone in Example 4b. A mixture of dry ether and tetrahydrofuran is used as solvent. Yield 84%. The reactants are CCOCCO, Cc1ccc(Cl)nc1, NN, O. Product: Cc1ccc(NN)nc1. RXN SMILES: [CH2:12]([O:13][CH2:14][CH2:15][OH:16])[CH3:17].[Cl:1][c:2]1[n:3][cH:4][c:5]([CH3:8])[cH:6][cH:7]1.[NH2:10][NH2:11].[OH2:9]>>[c:2]1([NH:10][NH2:11])[n:3][cH:4][c:5]([CH3:8])[cH:6][cH:7]1. Yields the product CCOC(=O)NCC1CCNCC1. As a reaction SMILES: [C:9]([O:10][CH2:11][CH3:12])([O:13][CH2:15][CH3:16])=[O:14].[CH3:17][N:18]([CH3:19])[c:20]1[cH:21][cH:22][n:23][cH:24][cH:25]1.[CH3:26][OH:27].[NH2:1][CH2:2][CH:3]1[CH2:4][CH2:5][NH:6][CH2:7][CH2:8]1>>[NH:1]([CH2:2][CH:3]1[CH2:4][CH2:5][NH:6][CH2:7][CH2:8]1)[C:9]([O:10][CH2:11][CH3:12])=[O:13]. Reactants: CCOC(=O)OCC, CN(C)c1ccncc1, CO, NCC1CCNCC1.